Dataset: the Open Reaction Database (ORD), a public repository of structured organic reaction records. Task: describe an organic reaction: reactants, conditions, products, and yield The reactants are CC1C(CCC(=C1)C)C1=NC=CC=C1 (2-(2,4-dimethylcyclohex-3-en-1-yl)pyridine), C[C@H]1[C@H](CC[C@H](C1)C)C1=NC=CC=C1 (2-[(1S,2R,4R)-2,4-dimethylcyclohexyl]pyridine). Solvent: N1=CC=CC=C1 (pyridine). The product is C[C@H]1[C@@H](CCC(=C1)C)C1=NC=CC=C1 (2-[(1R,2R)-2,4-dimethylcyclohex-3-en-1-yl]pyridine). RXN SMILES: [CH3:1][CH:2]1[CH:7]=[C:6]([CH3:8])[CH2:5][CH2:4][CH:3]1[C:9]1[CH:14]=[CH:13][CH:12]=[CH:11][N:10]=1.C[C@@H]1C[C@H](C)CC[C@@H]1C1C=CC=CN=1>N1C=CC=CC=1>[CH3:1][C@@H:2]1[CH:7]=[C:6]([CH3:8])[CH2:5][CH2:4][C@H:3]1[C:9]1[CH:14]=[CH:13][CH:12]=[CH:11][N:10]=1. Procedure details: The relative amounts of each individual isomer is dependent on the precise conditions used for their formation and whether the hydrogenation reaction is carried out on the mixture of isomers of 2-(2,4-dimethylcyclohex-3-en-1-yl)pyridine or an individual isomer thereof. For example, it has been found that when the hydrogenation reaction is performed on 2-[(1R,2S)-2,4-dimethylcyclohex-3-en-1-yl]pyridine, the major product formed in the resulting mixture of isomers of the pyridine of the invention ... Reactants: C(CCCCO)O (1,5-pentandiol), alcohol, C(C1=CC=CC=C1)(C1=CC=CC=C1)(C1=CC=CC=C1)Cl (trityl chloride). The product is C(C1=CC=CC=C1)(C1=CC=CC=C1)(C1=CC=CC=C1)OCCCCCO (5-Trityloxypentanol). As a reaction SMILES: [CH2:1]([OH:7])[CH2:2][CH2:3][CH2:4][CH2:5][OH:6].[C:8](Cl)([C:21]1[CH:26]=[CH:25][CH:24]=[CH:23][CH:22]=1)([C:15]1[CH:20]=[CH:19][CH:18]=[CH:17][CH:16]=1)[C:9]1[CH:14]=[CH:13][CH:12]=[CH:11][CH:10]=1>>[C:8]([O:6][CH2:5][CH2:4][CH2:3][CH2:2][CH2:1][OH:7])([C:9]1[CH:14]=[CH:13][CH:12]=[CH:11][CH:10]=1)([C:21]1[CH:22]=[CH:23][CH:24]=[CH:25][CH:26]=1)[C:15]1[CH:16]=[CH:17][CH:18]=[CH:19][CH:20]=1. The yield is 24.0%. Reported procedure: The procedure described in example 41 was followed but using 1,5-pentandiol (376 mg, 3.6 mmol) as alcohol instead of cis-2-buten-1,4-diol in the reaction with trityl chloride, which gave the title compound (300 mg, 24%). Reaction SMILES: [Br:1][c:2]1[cH:3][cH:4][cH:5][cH:6][cH:7]1.[CH3:8][C:9](=[O:10])[c:11]1[cH:12][cH:13][cH:14][cH:15][cH:16]1.[O:17]1[CH2:18][CH2:19][CH2:20][CH2:21]1>>[c:2]1([CH2:8][C:9](=[O:10])[c:11]2[cH:12][cH:13][cH:14][cH:15][cH:16]2)[cH:3][cH:4][cH:5][cH:6][cH:7]1. The reactants are Brc1ccccc1, CC(=O)c1ccccc1, C1CCOC1. The product is O=C(Cc1ccccc1)c1ccccc1. Reactants: NC1=C(SC=C1)C(=O)OC (methyl 3-aminothiophene-2-carboxylate), C(CCC)[Li] (n-butyllithium), BrCCBr (1,2-dibromoethane), FC(C(=O)NC1=C(SC=C1)C(=O)OC)(F)F (methyl 3-[(trifluoroacetyl)amino]thiophene-2-carboxylate), FC(C(=O)OC(C(F)(F)F)=O)(F)F (trifluoroacetic acid anhydride). Product: BrC1=CC(=C(S1)C(=O)OC)NC(C(F)(F)F)=O (methyl 5-bromo-3-[(trifluoroacetyl)amino]thiophene-2-carboxylate). Reaction SMILES: NC1C=CSC=1C(OC)=O.[F:11][C:12]([F:26])([F:25])[C:13]([NH:15][C:16]1[CH:20]=[CH:19][S:18][C:17]=1[C:21]([O:23][CH3:24])=[O:22])=[O:14].FC(F)(F)C(OC(=O)C(F)(F)F)=O.C([Li])CCC.[Br:45]CCBr>>[Br:45][C:19]1[S:18][C:17]([C:21]([O:23][CH3:24])=[O:22])=[C:16]([NH:15][C:13](=[O:14])[C:12]([F:11])([F:25])[F:26])[CH:20]=1. Reported procedure: In reaction scheme 5 the synthesis of compound B53 is described. The intermediate 3-amino-5-bromo-thiophene-2-carboxylic acid methyl ester (compound B54b) is obtained according to a procedure described in literature (Bioorganic & Medicinal Chemistry Letters 17 (2007) 2535-2539) by conversion of methyl 3-aminothiophene-2-carboxylate to methyl 3-[(trifluoroacetyl)amino]thiophene-2-carboxylate with trifluoroacetic acid anhydride followed by a lithiation/bromination sequence using n-butyllithium and...